From a dataset of the Open Reaction Database (ORD), a public repository of structured organic reaction records. describe an organic reaction: reactants, conditions, products, and yield Reactants: CC(C)Oc1ccc(S(C)(=O)=O)cc1C(=O)O, FC(F)(F)c1ccc2c(c1)NCCC2. Product: CC(C)Oc1ccc(S(C)(=O)=O)cc1C(=O)N1CCCc2ccc(C(F)(F)F)cc21. RXN SMILES: [CH:15]([CH3:16])([CH3:17])[O:18][c:19]1[c:20]([C:21](=[O:22])[OH:23])[cH:24][c:25]([S:28](=[O:29])(=[O:30])[CH3:31])[cH:26][cH:27]1.[F:1][C:2]([c:3]1[cH:4][cH:5][c:6]2[c:11]([cH:12]1)[NH:10][CH2:9][CH2:8][CH2:7]2)([F:13])[F:14]>>[F:1][C:2]([c:3]1[cH:4][cH:5][c:6]2[c:11]([cH:12]1)[N:10]([C:21]([c:20]1[c:19]([O:18][CH:15]([CH3:16])[CH3:17])[cH:27][cH:26][c:25]([S:28](=[O:29])(=[O:30])[CH3:31])[cH:24]1)=[O:22])[CH2:9][CH2:8][CH2:7]2)([F:13])[F:14]. Reactants: C(C)(C)(C)OC(NC(CNC(=O)C=1C(=NN2C1C=C(C=C2O)C)C)(CCC)C)=O (rac-(1-{[(7-Hydroxy-2,5-dimethylpyrazolo[1,5-a]pyridin-3-yl)carbonyl]amino}-2-methylpentan-2-yl)carbamic Acid tert-butyl Ester), C([O-])([O-])=O.[Cs+].[Cs+] (caesium carbonate), BrCCC(C(F)(F)F)C(F)(F)F (4-bromo-1,1,1-trifluoro-2-(trifluoromethyl)butane). The solvent is CN(C)C=O (DMF). Reaction conditions: time 18 hour. Product: C(C)(C)(C)OC(NC(CNC(=O)C=1C(=NN2C1C=C(C=C2OCCC(C(F)(F)F)C(F)(F)F)C)C)(CCC)C)=O (rac-[1-[({2,5-Dimethyl-7-[4,4,4-trifluoro-3-(trifluoromethyl)butoxy]pyrazolo[1,5-a]pyridin-3-yl}carbonyl)amino]-2-methylpentan-2-yl}carbamic Acid tert-butyl Ester). Isolated yield 51.0%. As a reaction SMILES: [C:1]([O:5][C:6](=[O:29])[NH:7][C:8]([CH3:28])([CH2:25][CH2:26][CH3:27])[CH2:9][NH:10][C:11]([C:13]1[C:14]([CH3:24])=[N:15][N:16]2[C:21]([OH:22])=[CH:20][C:19]([CH3:23])=[CH:18][C:17]=12)=[O:12])([CH3:4])([CH3:3])[CH3:2].C(=O)([O-])[O-].[Cs+].[Cs+].Br[CH2:37][CH2:38][CH:39]([C:44]([F:47])([F:46])[F:45])[C:40]([F:43])([F:42])[F:41]>CN(C=O)C>[C:1]([O:5][C:6](=[O:29])[NH:7][C:8]([CH3:28])([CH2:25][CH2:26][CH3:27])[CH2:9][NH:10][C:11]([C:13]1[C:14]([CH3:24])=[N:15][N:16]2[C:21]([O:22][CH2:37][CH2:38][CH:39]([C:40]([F:41])([F:42])[F:43])[C:44]([F:45])([F:47])[F:46])=[CH:20][C:19]([CH3:23])=[CH:18][C:17]=12)=[O:12])([CH3:4])([CH3:3])[CH3:2] |f:1.2.3|. Reported procedure: A solution of 40 mg (0.10 mmol) of rac-[1-{[7-hydroxy-2,5-dimethylpyrazolo[1,5-a]pyridine-3-carbonyl)amino]}-1-methylbutyl)carbamic acid tert-butyl ester (Example 141A) in 1 ml of DMF was admixed with 65 mg (0.2 mmol) of caesium carbonate and 78 mg (0.3 mmol) of 4-bromo-1,1,1-trifluoro-2-(trifluoromethyl)butane (CAS: 203303-02-0). The reaction mixture was stirred at room temperature for 18 hours. The solvent was evaporated off under reduced pressure. The residue was partitioned between dichlorom... The reactants are C(C)OC(C(=O)OCC)=O (oxalic acid diethyl ester), C(C1=CC=CC=C1)OC=1C(=C(C=CC1)C)[N+](=O)[O-] (3-benzyloxy-2-nitrotoluene), C(C)[O-].[K+] (potassium ethanolate). Solvent: C(C)OCC (diethyl ether), C(C)OCC (diethyl ether). The product is C(C)OC(=O)C=1NC2=C(C=CC=C2C1)OCC1=CC=CC=C1 (7-benzyloxyindole-2-carboxylic acid ethyl ester). Yield: 36.1%. Reaction SMILES: C(O[C:4](=O)[C:5]([O:7][CH2:8][CH3:9])=[O:6])C.[CH2:11]([O:18][C:19]1[C:20]([N+:26]([O-])=O)=[C:21]([CH3:25])[CH:22]=[CH:23][CH:24]=1)[C:12]1[CH:17]=[CH:16][CH:15]=[CH:14][CH:13]=1.C([O-])C.[K+]>C(OCC)C>[CH2:8]([O:7][C:5]([C:4]1[NH:26][C:20]2[C:21]([CH:25]=1)=[CH:22][CH:23]=[CH:24][C:19]=2[O:18][CH2:11][C:12]1[CH:13]=[CH:14][CH:15]=[CH:16][CH:17]=1)=[O:6])[CH3:9] |f:2.3|. Reported procedure: Under agitation, 26.3 g of oxalic acid diethyl ester and, 15 minutes later, a solution of 21.9 g of 3-benzyloxy-2-nitrotoluene in 30 ml of diethyl ether are added dropwise to a suspension of 9 g of potassium ethanolate in 200 ml of diethyl ether. The reaction mixture is heated for 20 hours under reflux; the thus-separated potassium salt of 3-benzyloxy-2-nitrophenylpyruvic acid ethyl ester is vacuum-filtered and washed with diethyl ether. The salt is then dissolved in a mixture of 200 ml of ethan... Starting materials: NCC=1C=C2C(=CNC2=CC1)CCN1C(C2=CC=CC=C2C1=O)=O (2-[2-(5-aminomethyl-1H-indol-3-yl)ethyl]-1H-isoindole-1,3(2H)-dione), hydrate, FC(S(=O)(=O)Cl)(F)F (trifluoromethanesulphonyl chloride), O (water), FC(S(=O)(=O)Cl)(F)F (trifluoromethanesulphonyl chloride), Cl (hydrochloric acid). Yields the product O=C1N(C(C2=CC=CC=C12)=O)CCC1=CNC2=CC=C(C=C12)CNS(=O)(=O)C(F)(F)F (N-[[3-[2-(1,3-Dihydro-1,3-dioxo-2H-isoindol-2-yl)ethyl]-1H-indol-5-yl]methyl]trifluoromethanesulphonamide). Procedure: A suspension of 2-[2-(5-aminomethyl-1H-indol-3-yl)ethyl]-1H-isoindole-1,3(2H)-dione, hemisulphate, hydrate (1.10 g) in pyridine (40 ml) was cooled in an icebath and treated dropwise with trifluoromethanesulphonyl chloride (0.5 ml). The mixture was stirred at room temperature for 5.5 h, further trifluoromethanesulphonyl chloride (0.5 ml) being added after 4.75 h, and water (10 ml) was added. After 10 minutes the solution was acidified with hydrochloric acid (2N) and extracted into ethyl acetate (... RXN SMILES: [NH2:1][CH2:2][C:3]1[CH:4]=[C:5]2[C:9](=[CH:10][CH:11]=1)[NH:8][CH:7]=[C:6]2[CH2:12][CH2:13][N:14]1[C:22](=[O:23])[C:21]2[C:16](=[CH:17][CH:18]=[CH:19][CH:20]=2)[C:15]1=[O:24].[F:25][C:26]([F:32])([F:31])[S:27](Cl)(=[O:29])=[O:28].O.Cl>N1C=CC=CC=1>[O:23]=[C:22]1[C:21]2[C:16](=[CH:17][CH:18]=[CH:19][CH:20]=2)[C:15](=[O:24])[N:14]1[CH2:13][CH2:12][C:6]1[C:5]2[C:9](=[CH:10][CH:11]=[C:3]([CH2:2][NH:1][S:27]([C:26]([F:32])([F:31])[F:25])(=[O:29])=[O:28])[CH:4]=2)[NH:8][CH:7]=1. The solvent is N1=CC=CC=C1 (pyridine). Conditions: time 5.5 hour. Starting materials: CCCCCC (n-hexane), CCCCCC (Skellysolve B), C(C1=CC=CC=C1)CNCCC1(C(CCC2=CC=C(C=C12)OC)=O)C(=O)OC (1-(2'-Benzylmethylaminoethyl)-1-carbomethoxy-7-methoxy-3,4-dihydro-2(lH) naphthalenone), C(C)(=O)O (acetic acid), Br (hydrobromide), C(C)(=O)O (acetic acid), BrBr (bromine). Conditions: time 0.5 hour. Yields the product C(C1=CC=CC=C1)N1C2CC3=C(C(CC1)(C2=O)C(=O)OC)C=C(C=C3)OC (3-Benzyl-6-carbomethoxy-8-methoxy-11-oxo-1,2,3,4,5,6-hexahydro-2,6-methano-3-benzazocine). As a reaction SMILES: C([CH2:8][NH:9][CH2:10][CH2:11][C:12]1([C:25]([O:27][CH3:28])=[O:26])[C:21]2[C:16](=[CH:17][CH:18]=[C:19]([O:22][CH3:23])[CH:20]=2)[CH2:15][CH2:14][C:13]1=[O:24])C1C=CC=CC=1.Br.C(O)(=O)C.BrBr.[CH3:36][CH2:37][CH2:38][CH2:39][CH2:40][CH3:41]>>[CH2:8]([N:9]1[CH2:10][CH2:11][C:12]2([C:25]([O:27][CH3:28])=[O:26])[C:13](=[O:24])[CH:14]1[CH2:15][C:16]1[CH:17]=[CH:18][C:19]([O:22][CH3:23])=[CH:20][C:21]=12)[C:38]1[CH:37]=[CH:36][CH:41]=[CH:40][CH:39]=1. Procedure: A solution of IV hydrobromide (0.13 m.) in 350 ml. acetic acid was treated dropwise with a solution of bromine (0.13 m) in 50 ml. acetic acid. After stirring for 1/2 hour, the reaction was diluted with 1.5 1. "Skellysolve B" (essentially n-hexane) and cooled. The precipitated residue was separated by decantation and washed with cold "Skellysolve B". The residue was taken up in methylene chloride and treated with dilute ammonium hydroxide until basic. The layers were separated and the aqueous lay... Reactants: C12(CC3CC(CC(C1)C3)C2)NC2=NC=NC(=C2)Cl (N-adamant-1-yl-6-chloropyrimidin-4-amine), C=1C=CC(=CC1)P(C=2C=CC=CC2)C3=CC=C4C=CC=CC4=C3C5=C6C=CC=CC6=CC=C5P(C=7C=CC=CC7)C=8C=CC=CC8 (BINAP), COC1=CC=C(C=C1)N (p-anisidine), Na butylate. The reagents and catalysts are CC(=O)[O-].CC(=O)[O-].[Pd+2] (Pd(OAc)2). Run in C1(=CC=CC=C1)C (toluene). Conditions: time 12 hour. Product: C12(CC3CC(CC(C1)C3)C2)NC2=NC=NC(=C2)NC2=CC=C(C=C2)OC (N4-Adamant-1-yl-N6-(4-methoxyphenyl)pyrimidine-4,6-diamine). Yield: 65.0%. RXN SMILES: [C:1]12([NH:11][C:12]3[CH:17]=[C:16](Cl)[N:15]=[CH:14][N:13]=3)[CH2:10][CH:5]3[CH2:6][CH:7]([CH2:9][CH:3]([CH2:4]3)[CH2:2]1)[CH2:8]2.[CH3:19][O:20][C:21]1[CH:26]=[CH:25][C:24]([NH2:27])=[CH:23][CH:22]=1.C1C=CC(P(C2C(C3C(P(C4C=CC=CC=4)C4C=CC=CC=4)=CC=C4C=3C=CC=C4)=C3C(C=CC=C3)=CC=2)C2C=CC=CC=2)=CC=1>C1(C)C=CC=CC=1.CC([O-])=O.CC([O-])=O.[Pd+2]>[C:1]12([NH:11][C:12]3[CH:17]=[C:16]([NH:27][C:24]4[CH:25]=[CH:26][C:21]([O:20][CH3:19])=[CH:22][CH:23]=4)[N:15]=[CH:14][N:13]=3)[CH2:10][CH:5]3[CH2:6][CH:7]([CH2:9][CH:3]([CH2:4]3)[CH2:2]1)[CH2:8]2 |f:4.5.6|. Procedure details: 100 mg of N-adamant-1-yl-6-chloropyrimidin-4-amine, 56 mg of p-anisidine, 73 mg of Na-butylate, 2.2 mg of Pd(OAc)2 and 12 mg of BINAP were taken in a screw cap vial under agron in 4 mL of dry toluene and the vial was kept in a heating block at 150° C. for 12 hours. The mixture obtained was cooled to r.t. and purification was carried out by column chromatography using PE:EtOAc 2:1. N4-Adamant-1-yl-N6-(4-methoxyphenyl)pyrimidine-4,6-diamine was obtained. Reactants: N1(CCC2=CC=CC=C12)C1=NC=NC2=CC=C(C=C12)I (4-(2,3-dihydroindol-1-yl)-6-iodoquinazoline), CC1(OB(OC1(C)C)C=1C=C2C(=NC1)N(C=C2)[Si](C(C)C)(C(C)C)C(C)C)C (5-(4,4,5,5-tetramethyl-1,3,2-dioxaborolan-2-yl)-1-triisopropylsilanyl-1H-pyrrolo[2,3-b]pyridine), C(O)([O-])=O.[Na+] (sodium hydrogencarbonate). The reagents and catalysts are Cl[Pd]([P](C1=CC=CC=C1)(C2=CC=CC=C2)C3=CC=CC=C3)([P](C4=CC=CC=C4)(C5=CC=CC=C5)C6=CC=CC=C6)Cl (Pd(PPh3)2Cl2). Solvent: O1CCOCC1 (dioxane), O (water), CC(OCC)=O (EA). Yields the product N1(CCC2=CC=CC=C12)C1=NC=NC2=CC=C(C=C12)C=1C=C2C(=NC1)N(C=C2)[Si](C(C)C)(C(C)C)C(C)C (4-(2,3-dihydroindol-1-yl)-6-(1-triisopropylsilanyl-1H-pyrrolo[2,3-b]pyridin-5-yl)-quinazoline). The yield is 73.4%. Reaction SMILES: [N:1]1([C:10]2[C:19]3[C:14](=[CH:15][CH:16]=[C:17](I)[CH:18]=3)[N:13]=[CH:12][N:11]=2)[C:9]2[C:4](=[CH:5][CH:6]=[CH:7][CH:8]=2)[CH2:3][CH2:2]1.CC1(C)C(C)(C)OB([C:29]2[CH:30]=[C:31]3[CH:37]=[CH:36][N:35]([Si:38]([CH:45]([CH3:47])[CH3:46])([CH:42]([CH3:44])[CH3:43])[CH:39]([CH3:41])[CH3:40])[C:32]3=[N:33][CH:34]=2)O1.C(=O)([O-])O.[Na+]>O1CCOCC1.O.CC(=O)OCC.Cl[Pd](Cl)([P](C1C=CC=CC=1)(C1C=CC=CC=1)C1C=CC=CC=1)[P](C1C=CC=CC=1)(C1C=CC=CC=1)C1C=CC=CC=1>[N:1]1([C:10]2[C:19]3[C:14](=[CH:15][CH:16]=[C:17]([C:29]4[CH:30]=[C:31]5[CH:37]=[CH:36][N:35]([Si:38]([CH:42]([CH3:44])[CH3:43])([CH:45]([CH3:47])[CH3:46])[CH:39]([CH3:40])[CH3:41])[C:32]5=[N:33][CH:34]=4)[CH:18]=3)[N:13]=[CH:12][N:11]=2)[C:9]2[C:4](=[CH:5][CH:6]=[CH:7][CH:8]=2)[CH2:3][CH2:2]1 |f:2.3,^1:69,88|. Procedure details: 0.20 g of 4-(2,3-dihydroindol-1-yl)-6-iodoquinazoline, 0.21 g of 5-(4,4,5,5-tetramethyl-1,3,2-dioxaborolan-2-yl)-1-triisopropylsilanyl-1H-pyrrolo[2,3-b]pyridine, 0.13 g of sodium hydrogencarbonate and 0.07 g of Pd(PPh3)2Cl2 in 5.00 ml of dioxane and 0.50 ml of water are heated at 90° C. under nitrogen in a flask until the reaction is complete (HPLC check, about 5 hours). The cooled reaction solution is diluted with EA and washed 3 times with water. The organic phase is dried over sodium sulfate ... Reactants: C(C)(C)(C)OC(=O)N1CCC(CC1)C=O (1-tert-butoxycarbonyl-4-piperidine-carbaldehyde), C(C)(=O)O (acetic acid), resultant solution, C(#N)[BH3-].[Na+] (Sodium cyanoborohydride), C(C)(C)(C)OC(=O)N1CCC(CC1)CN ([(1-tert-butoxycarbonyl-4-piperidinyl)-methyl]amine). The solvent is CO (methanol), CO (methanol). Conditions: time 15 minute. Yields the product C(C)(C)(C)OC(=O)N1CCC(CC1)CNCC1CCN(CC1)C(=O)OC(C)(C)C (N,N-bis[(1-tert-butoxycarbonyl-4-piperidinyl)methyl]amine). The yield is 63.5%. Reaction SMILES: C([BH3-])#N.[Na+].[C:5]([O:9][C:10]([N:12]1[CH2:17][CH2:16][CH:15]([CH2:18][NH2:19])[CH2:14][CH2:13]1)=[O:11])([CH3:8])([CH3:7])[CH3:6].[C:20]([O:24][C:25]([N:27]1[CH2:32][CH2:31][CH:30]([CH:33]=O)[CH2:29][CH2:28]1)=[O:26])([CH3:23])([CH3:22])[CH3:21].C(O)(=O)C>CO>[C:5]([O:9][C:10]([N:12]1[CH2:17][CH2:16][CH:15]([CH2:18][NH:19][CH2:33][CH:30]2[CH2:31][CH2:32][N:27]([C:25]([O:24][C:20]([CH3:21])([CH3:23])[CH3:22])=[O:26])[CH2:28][CH2:29]2)[CH2:14][CH2:13]1)=[O:11])([CH3:8])([CH3:7])[CH3:6] |f:0.1|. Reported procedure: Sodium cyanoborohydride (440 mg; 7.0 mmol) was added to a solution of [(1-tert-butoxycarbonyl-4-piperidinyl)-methyl]amine (1.5 g; 7.0 mmol) in methanol (30 ml) under ice cooling, and the mixture was stirred for 15 minutes. A solution of 1-tert-butoxycarbonyl-4-piperidine-carbaldehyde (1.4 g; 9.1 mmol) in methanol (5 ml) and acetic acid (0.40 ml; 7.0 mmol) were added to the resultant solution, and the mixture was stirred for 4 hours. After the ice bath was removed, the mixture was stirred at room... Reactants: C(C)OC=1C=C(C=C(C1)S(F)(F)(F)(F)F)C(C)=O (1-[3-Ethoxy-5-(pentafluorosulfanyl)phenyl]ethanone), [Br-].[Br-].[Br-].C1(=CC=CC=C1)[N+](C)(C)C.C1(=CC=CC=C1)[N+](C)(C)C.C1(=CC=CC=C1)[N+](C)(C)C (phenyltrimethylammonium tribromide). Solvent: C1CCOC1 (THF), C(Cl)Cl (DCM). Product: BrCC(=O)C1=CC(=CC(=C1)S(F)(F)(F)(F)F)OCC (2-Bromo-1-[3-ethoxy-5-(pentafluorosulfanyl)phenyl]ethanone). The yield is 125.4%. As a reaction SMILES: [CH2:1]([O:3][C:4]1[CH:5]=[C:6]([C:16](=[O:18])[CH3:17])[CH:7]=[C:8]([S:10]([F:15])([F:14])([F:13])([F:12])[F:11])[CH:9]=1)[CH3:2].[Br-:19].[Br-].[Br-].C1([N+](C)(C)C)C=CC=CC=1.C1([N+](C)(C)C)C=CC=CC=1.C1([N+](C)(C)C)C=CC=CC=1>C1COCC1.C(Cl)Cl>[Br:19][CH2:17][C:16]([C:6]1[CH:7]=[C:8]([S:10]([F:11])([F:12])([F:13])([F:15])[F:14])[CH:9]=[C:4]([O:3][CH2:1][CH3:2])[CH:5]=1)=[O:18] |f:1.2.3.4.5.6|. Procedure details: 1-[3-Ethoxy-5-(pentafluorosulfanyl)phenyl]ethanone (2.07 g) was dissolved in THF (80 ml) and phenyltrimethylammonium tribromide (2.90 g) was added while stirring. After stirring at RT for 3 h, the mixture was diluted with DCM and washed once with 5% sodium thiosulfate solution. The DCM phase was dried over magnesium sulfate, filtered and concentrated. The residue was purified using silica gel (120 g cartridge, n-heptane/MtB ether gradient of 0-20% within 60 min). 2.07 g of the title compound wer... The reactants are ClC=1N=NC(=CC1)Cl (3,6-dichloropyridazine), Br.Br.FC(C=1C=C(C=CC1)NC1CCNCC1)(F)F (N-[3-(trifluoromethyl)phenyl]-4-piperidinamine dihydrobromide), C([O-])([O-])=O.[Na+].[Na+] (sodium carbonate). The solvent is CN(C(C)=O)C (N,N-dimethylacetamide). Reaction conditions: temperature 60 celsius, time 24 hour. Yields the product ClC1=CC=C(N=N1)N1CCC(CC1)NC1=CC(=CC=C1)C(F)(F)F (1-(6-chloro-3-pyridazinyl)-N-[3-(trifluoromethyl)phenyl]-4-piperidinamine). Yield: 47.0%. Reaction SMILES: [Cl:1][C:2]1[N:3]=[N:4][C:5](Cl)=[CH:6][CH:7]=1.Br.Br.[F:11][C:12]([F:27])([F:26])[C:13]1[CH:14]=[C:15]([NH:19][CH:20]2[CH2:25][CH2:24][NH:23][CH2:22][CH2:21]2)[CH:16]=[CH:17][CH:18]=1.C(=O)([O-])[O-].[Na+].[Na+]>CN(C)C(=O)C>[Cl:1][C:2]1[N:3]=[N:4][C:5]([N:23]2[CH2:22][CH2:21][CH:20]([NH:19][C:15]3[CH:16]=[CH:17][CH:18]=[C:13]([C:12]([F:11])([F:26])[F:27])[CH:14]=3)[CH2:25][CH2:24]2)=[CH:6][CH:7]=1 |f:1.2.3,4.5.6|. Procedure details: A mixture of 3 parts of 3,6-dichloropyridazine, 6.1 parts of N-[3-(trifluoromethyl)phenyl]-4-piperidinamine dihydrobromide, 6.4 parts of sodium carbonate and 180 parts of N,N-dimethylacetamide was stirred for 24 hours at 60° C. After cooling to room temperature, the reaction mixture was poured onto water. The product was extracted with methylbenzene. The extract was washed with water, dried, filtered and evaporated. The residue was purified by column chromatography over silica gel using a mixtur...